The task is: describe an organic reaction: reactants, conditions, products, and yield. This data is from the Open Reaction Database (ORD), a public repository of structured organic reaction records. Starting materials: CC1=C(C=CC=2NC=NC21)C#N (4-methyl-1H-benzo[d]imidazole-5-carbonitrile), C1CCOC1 (THF), O1CCCC=C1 (3,4-dihydro-2H-pyran), CC=1C=CC(=CC1)S(=O)(=O)O.O (p-TsOH.H2O). Solvent: CCOC(=O)C (EtOAc). Yields the product CC1=C(C=CC=2N(C=NC21)C2OCCCC2)C#N (4-methyl-1-(tetrahydro-2H-pyran-2-yl)-1H-benzo[d]imidazole-5-carbonitrile). Yield: 77.4%. Reaction SMILES: [CH3:1][C:2]1[C:10]2[N:9]=[CH:8][NH:7][C:6]=2[CH:5]=[CH:4][C:3]=1[C:11]#[N:12].C1COCC1.[O:18]1[CH:23]=[CH:22][CH2:21][CH2:20][CH2:19]1.CC1C=CC(S(O)(=O)=O)=CC=1.O>CCOC(C)=O>[CH3:1][C:2]1[C:10]2[N:9]=[CH:8][N:7]([CH:19]3[CH2:20][CH2:21][CH2:22][CH2:23][O:18]3)[C:6]=2[CH:5]=[CH:4][C:3]=1[C:11]#[N:12] |f:3.4|. Procedure details: To a stirred solution of 160 (8.3 g, 52.5 mmol) and THF (100 mL) at RT under nitrogen was added, 3,4-dihydro-2H-pyran (35 g, 420 mmol) and p-TsOH.H2O (0.9 g, 5.3 mmol) and the reaction mixture was heated at 75° C. for 4 h. The mixture was cooled to RT, diluted with EtOAc and sequentially washed with sat'd. aq. NaHCO3, and brine. The organic extract was dried (Na2SO4), filtered and concentrated in vacuo. The crude product was purified by SiO2 chromatography eluting with a MeOH/DCM gradient (0 to ... Reagents/catalysts: [Zn] (zinc). The solvent is O (water), O (water). As a reaction SMILES: [N+:1]([C:4]1[C:8](=[O:9])[N:7]([CH3:10])[N:6]([CH3:11])[C:5]=1[CH3:12])([O-])=O.Cl.[OH-].[Na+]>[Zn].O>[NH2:1][C:4]1[C:8](=[O:9])[N:7]([CH3:10])[N:6]([CH3:11])[C:5]=1[CH3:12] |f:2.3|. Reactants: [N+](=O)([O-])C1=C(N(N(C1=O)C)C)C (4-nitro-1,2,3-trimethylpyrazolin-5-one), Cl (hydrochloric acid), [OH-].[Na+] (sodium hydroxide). Procedure: A solution of 2.8 g. 4-nitro-1,2,3-trimethylpyrazolin-5-one in 8.4 ml. concentrated hydrochloric acid and 3 ml. water is added dropwise, with cooling, to a suspension of 6.4 g. zinc dust in 5 ml. water, the reaction temperature thereby being kept between 25° and 30° C. The reaction mixture is then further stirred for 2 hours at 60° C., whereafter the reaction mixture is poured on to ice and rendered alkaline with 5N aqueous sodium hydroxide solution. The precipitated zinc salts are filtered off ... The product is NC1=C(N(N(C1=O)C)C)C (4-amino-1,2,3-trimethylpyrazolin-5-one). Conditions: temperature 60 celsius, time 2 hour. The reactants are COC(=O)C1CC(O)C(CNC(=O)c2ccc(Cl)s2)C1, Nc1ccc(-n2ccncc2=O)cc1F. Yields the product O=C(NCC1CC(C(=O)Nc2ccc(-n3ccncc3=O)cc2F)CC1O)c1ccc(Cl)s1. As a reaction SMILES: [CH3:1][O:2][C:3](=[O:4])[CH:5]1[CH2:6][CH:7]([CH2:11][NH:12][C:13](=[O:14])[c:15]2[s:16][c:17]([Cl:20])[cH:18][cH:19]2)[CH:8]([OH:10])[CH2:9]1.[NH2:21][c:22]1[c:23]([F:35])[cH:24][c:25](-[n:28]2[c:29](=[O:34])[cH:30][n:31][cH:32][cH:33]2)[cH:26][cH:27]1>>[C:3](=[O:4])([CH:5]1[CH2:6][CH:7]([CH2:11][NH:12][C:13](=[O:14])[c:15]2[s:16][c:17]([Cl:20])[cH:18][cH:19]2)[CH:8]([OH:10])[CH2:9]1)[NH:21][c:22]1[c:23]([F:35])[cH:24][c:25](-[n:28]2[c:29](=[O:34])[cH:30][n:31][cH:32][cH:33]2)[cH:26][cH:27]1. The reactants are C1(=CC=CC=C1)OC(NC=1SC=2C(=NC=C(C2N1)OC)N1CCOCC1)=O ((7-methoxy-4-morpholin-4-yl-thiazolo[5,4-c]pyridin-2-yl)-carbamic acid phenyl ester), CN[C@H]1CC[C@H](CC1)O (cis-4-Methylamino-cyclohexanol). Solvent: O1CCCC1 (tetrahydrofuran), ClC(C)Cl (dichloroethane). Yields the product O[C@H]1CC[C@H](CC1)N(C(=O)NC=1SC=2C(=NC=C(C2N1)OC)N1CCOCC1)C (Cis-1-(4-Hydroxy-cyclohexyl)-3-(7-methoxy-4-morpholin-4-yl-thiazolo[5,4-c]pyridin-2-yl)-1-methyl-urea). RXN SMILES: C1(O[C:8](=[O:27])[NH:9][C:10]2[S:11][C:12]3[C:13]([N:21]4[CH2:26][CH2:25][O:24][CH2:23][CH2:22]4)=[N:14][CH:15]=[C:16]([O:19][CH3:20])[C:17]=3[N:18]=2)C=CC=CC=1.[CH3:28][NH:29][C@@H:30]1[CH2:35][CH2:34][C@H:33]([OH:36])[CH2:32][CH2:31]1>ClC(Cl)C.O1CCCC1>[OH:36][C@@H:33]1[CH2:34][CH2:35][C@H:30]([N:29]([CH3:28])[C:8]([NH:9][C:10]2[S:11][C:12]3[C:13]([N:21]4[CH2:26][CH2:25][O:24][CH2:23][CH2:22]4)=[N:14][CH:15]=[C:16]([O:19][CH3:20])[C:17]=3[N:18]=2)=[O:27])[CH2:31][CH2:32]1. Reported procedure: From (7-methoxy-4-morpholin-4-yl-thiazolo[5,4-c]pyridin-2-yl)-carbamic acid phenyl ester with cis-4-Methylamino-cyclohexanol in dichloroethane and tetrahydrofuran. ES-MS m/e (%): 422 (M+H+, 100). The reactants are CC(=O)C.OS(=O)(=O)O.O=[Cr](=O)=O (Jones reagent), solution, OC(C#CC(=O)O)CCCCCCCCC (4-hydroxytridec-2-ynoic acid). Run in S(O)(O)(=O)=O (sulphuric acid), CC(=O)C (acetone). Product: O=C(C#CC(=O)O)CCCCCCCCC (4-Ketotridec-2-ynoic-acid). As a reaction SMILES: CC(C)=O.OS(O)(=O)=O.O=[Cr](=O)=O.[OH:14][CH:15]([CH2:21][CH2:22][CH2:23][CH2:24][CH2:25][CH2:26][CH2:27][CH2:28][CH3:29])[C:16]#[C:17][C:18]([OH:20])=[O:19]>S(=O)(=O)(O)O.CC(C)=O>[O:14]=[C:15]([CH2:21][CH2:22][CH2:23][CH2:24][CH2:25][CH2:26][CH2:27][CH2:28][CH3:29])[C:16]#[C:17][C:18]([OH:20])=[O:19] |f:0.1.2|. Reported procedure: Jones reagent (a 2.67M solution in sulphuric acid; 1.32 ml, 3.5 mmol) was added dropwise to a solution of 4-hydroxytridec-2-ynoic acid (531.8 mg, 2.4 mmol) in acetone (10 ml) at 0° and the reaction mixture was maintained at 0° for 70 minutes. The mixture was quenched with ethanol (1 ml) and dried with magnesium sulphate. On evaporation, the title acid was obtained as a colorless oil.